Task: describe an organic reaction: reactants, conditions, products, and yield. Dataset: the Open Reaction Database (ORD), a public repository of structured organic reaction records The reactants are CO, Cl, [K+], [OH-], COC(=O)COc1c(CCC(C)C)c(O)cc(O)c1C(=O)CCc1ccc(O)cc1. The product is CC(C)CCc1c(O)cc(O)c(C(=O)CCc2ccc(O)cc2)c1OCC(=O)O. Reaction SMILES: [CH3:34][OH:35].[ClH:33].[K+:32].[OH-:31].[OH:1][c:2]1[c:3]([CH2:26][CH2:27][CH:28]([CH3:29])[CH3:30])[c:4]([O:20][CH2:21][C:22](=[O:23])[O:24][CH3:25])[c:5]([C:9]([CH2:10][CH2:11][c:12]2[cH:13][cH:14][c:15]([OH:18])[cH:16][cH:17]2)=[O:19])[c:6]([OH:8])[cH:7]1>>[OH:1][c:2]1[c:3]([CH2:26][CH2:27][CH:28]([CH3:29])[CH3:30])[c:4]([O:20][CH2:21][C:22](=[O:23])[OH:24])[c:5]([C:9]([CH2:10][CH2:11][c:12]2[cH:13][cH:14][c:15]([OH:18])[cH:16][cH:17]2)=[O:19])[c:6]([OH:8])[cH:7]1. Starting materials: Al, Mo, ClC1=C(C=C(C=C1)[N+](=O)[O-])[N+](=O)[O-] (1-chloro-2,4-dinitrobenzene), [H][H] (hydrogen), [H][H] (Hydrogen), Co, [H][H] (hydrogen). Reagents/catalysts: [Ni] (Ni), [Ni] (Raney nickel). The solvent is CO (methanol). Product: desired product, ClC1=C(C=C(C=C1)N)N (1-chloro-2,4-diaminobenzene). RXN SMILES: [Cl:1][C:2]1[CH:7]=[CH:6][C:5]([N+:8]([O-])=O)=[CH:4][C:3]=1[N+:11]([O-])=O.[H][H]>[Ni].CO>[Cl:1][C:2]1[CH:7]=[CH:6][C:5]([NH2:8])=[CH:4][C:3]=1[NH2:11]. Procedure: A mixture of 1-chloro-2,4-dinitrobenzene (40.0 g, 0.197 mole), methanol (100 g), and 3.0 g of modified Raney nickel catalyst consisting of about 83.1% Ni, 9.3% Co, 7.1% Al and 0.5% Mo was charged into an autoclave. The autoclave was sealed, pressurized with hydrogen to 700 psig, and the hydrogenation carried out at about 30° C. Hydrogen uptake was observed by monitoring the pressure change. After the hydrogen uptake ceased (approximately 6.0 hrs.), the reaction mixture was heated for a short tim... The reactants are CN1CCCNCC1, O=C(Cl)Oc1ccc(Oc2ccc(C(F)(F)F)cn2)cc1. Product: CN1CCCN(C(=O)Oc2ccc(Oc3ccc(C(F)(F)F)cn3)cc2)CC1, Cl. RXN SMILES: [CH3:22][N:23]1[CH2:24][CH2:25][NH:26][CH2:27][CH2:28][CH2:29]1.[Cl:1][C:2](=[O:3])[O:4][c:5]1[cH:6][cH:7][c:8]([O:11][c:12]2[n:13][cH:14][c:15]([C:18]([F:19])([F:20])[F:21])[cH:16][cH:17]2)[cH:9][cH:10]1>>[C:2](=[O:3])([O:4][c:5]1[cH:6][cH:7][c:8]([O:11][c:12]2[n:13][cH:14][c:15]([C:18]([F:19])([F:20])[F:21])[cH:16][cH:17]2)[cH:9][cH:10]1)[N:26]1[CH2:25][CH2:24][N:23]([CH3:22])[CH2:29][CH2:28][CH2:27]1.[ClH:1]. Reactants: N1=CC=C(C=C1)C=NO (4-Pyridinecarboxaldehyde oxime), C(Cl)(Cl)Cl (chloroform). The product is ON=C(C1=CC=NC=C1)Cl (N-hydroxy-4-pyridine-carboximidoyl chloride). Reaction SMILES: [N:1]1[CH:6]=[CH:5][C:4]([CH:7]=[N:8][OH:9])=[CH:3][CH:2]=1.C(Cl)(Cl)[Cl:11]>>[OH:9][N:8]=[C:7]([Cl:11])[C:4]1[CH:5]=[CH:6][N:1]=[CH:2][CH:3]=1. Procedure: 4-Pyridinecarboxaldehyde oxime (30.6 g, 0.25 mol) was chlorinated in chloroform (350 ml) as described in Example 1 to produce N-hydroxy-4-pyridine-carboximidoyl chloride which was suspended in ether (500 ml) containing 2-chloroethanethiol (26.9 g, 0.25 mol). With ice bath cooling, triethylamine (5.l g, 0.5 mol) was added dropwise. After the addition, water was made, the suspended solid, crude 2-chloroethyl N-hydroxy-4-pyridinecarboximidothioate was collected on a filter and dried. This crude est... Starting materials: OC=1C=C(C=CC1OC)Br (3-Hydroxy-4-methoxybromobenzene), ClC1C(CCC1)=O (2-Chlorocyclopentanone), C([O-])([O-])=O.[K+].[K+] (potassium carbonate). Run in CN(C=O)C (dimethylformamide). Reaction conditions: time 12 hour. Product: COC1=C(C=C(C=C1)Br)OC1C(CCC1)=O (4-Methoxy-3-(2-oxocyclopentyloxy)bromobenzene). Isolated yield 74.0%. RXN SMILES: [OH:1][C:2]1[CH:3]=[C:4]([Br:10])[CH:5]=[CH:6][C:7]=1[O:8][CH3:9].Cl[CH:12]1[CH2:16][CH2:15][CH2:14][C:13]1=[O:17].C(=O)([O-])[O-].[K+].[K+]>CN(C)C=O>[CH3:9][O:8][C:7]1[CH:6]=[CH:5][C:4]([Br:10])=[CH:3][C:2]=1[O:1][CH:12]1[CH2:16][CH2:15][CH2:14][C:13]1=[O:17] |f:2.3.4|. Procedure: To a solution of 20 g (0.1 mol) of 3-Hydroxy-4-methoxybromobenzene in 300 ml of absolute dimethylformamide is added 17.7 g (0.15 mol) of 2-Chlorocyclopentanone and 41.4 g (0.3 mol) of potassium carbonate. The solution is stirred at room temperature for 12 h. Afterwards the solid substances are filtered off and the filtrate is concentrated. The residue is dissolved in 500 ml of ethyl acetate and washed three times with 200 ml of destined water. The organic layer is dried over sodium sulfate and c... The reactants are C(C)OC(=O)C=1C(=C2C(=NC1C)N(N=C2)CC)Cl (4-chloro-1-ethyl-6-methyl-1H-pyrazolo[3,4-b]pyridine-5-carboxylic acid ethyl ester), C([O-])([O-])=O.[Na+].[Na+] (sodium carbonate), 1c, NC1=CC=NN1CC (5-amino-1-ethylpyrazole), BrN1C(CCC1=O)=O (N-bromosuccinimide). Solvent: O (water), C1CCOC1 (THF), C(Cl)(Cl)(Cl)Cl (carbon tetrachloride). The product is C(C)OC(=O)C=1C(=C2C(=NC1C)NN=C2)Cl (4-Chloro-6-methyl-1H-pyrazolo[3,4-b]pyridine-5-carboxylic acid ethyl ester). Isolated yield 54.5%. RXN SMILES: [CH2:1]([O:3][C:4]([C:6]1[C:7]([Cl:18])=[C:8]2[CH:15]=[N:14][N:13](CC)[C:9]2=[N:10][C:11]=1[CH3:12])=[O:5])[CH3:2].NC1N(CC)N=CC=1.BrN1C(=O)CCC1=O.C(=O)([O-])[O-].[Na+].[Na+]>C(Cl)(Cl)(Cl)Cl.C1COCC1.O>[CH2:1]([O:3][C:4]([C:6]1[C:7]([Cl:18])=[C:8]2[CH:15]=[N:14][NH:13][C:9]2=[N:10][C:11]=1[CH3:12])=[O:5])[CH3:2] |f:3.4.5|. Procedure details: A mixture of 10.0 g (37.4 mM) of 4-chloro-1-ethyl-6-methyl-1H-pyrazolo[3,4-b]pyridine-5-carboxylic acid ethyl ester, prepared according to Examples 1b. and 1c. from 5-amino-1-ethylpyrazole in place of 5-amino-1-pentylpyrazole, and 7.65 g (43.0 mM) of N-bromosuccinimide in 75 ml of carbon tetrachloride was illuminated with a sunlamp and stirred under N2 at gentle reflux for 2 hours. The cooled reaction mixture was filtered and the filtrate concentrated to leave an orange residue which was dissolv... Starting materials: [BH4-], Cc1ccc(Br)c(F)c1, C1CCOC1, [Li]CCCC, CN(C)C=O, CO, CC(=O)O, [Na+], O. Product: Cc1ccc(CO)c(F)c1. Reaction SMILES: [BH4-:20].[Br:1][c:2]1[c:3]([F:9])[cH:4][c:5]([CH3:8])[cH:6][cH:7]1.[CH2:22]1[O:23][CH2:24][CH2:25][CH2:26]1.[CH3:10][CH2:11][CH2:12][CH2:13][Li:14].[CH3:15][N:16]([CH:17]=[O:18])[CH3:19].[CH3:28][OH:29].[CH3:30][C:31](=[O:32])[OH:33].[Na+:21].[OH2:27]>>[c:2]1([CH2:17][OH:18])[c:3]([F:9])[cH:4][c:5]([CH3:8])[cH:6][cH:7]1. Starting materials: C(C)(C)N=NC1(CCCCC1)Cl (1-isopropylazo-1-chlorocyclohexane), [OH-].[Na+] (sodium hydroxide), C(C)(C)O (isopropanol), [S-2].[Na+].[Na+] (sodium sulfide). Run in O (water), O (water). Reaction conditions: time 15 minute. The product is C(C)(C)N=NC1(CCCCC1)SC1(CCCCC1)N=NC(C)C (Di[1-(isopropylazo)cyclohexy] Sulfide). Reaction SMILES: [S-2:1].[Na+].[Na+].[OH-].[Na+].[CH:6](O)([CH3:8])[CH3:7].[CH:10]([N:13]=[N:14][C:15]1(Cl)[CH2:20][CH2:19][CH2:18][CH2:17][CH2:16]1)([CH3:12])[CH3:11]>O>[CH:6]([N:13]=[N:14][C:15]1([S:1][C:15]2([N:14]=[N:13][CH:10]([CH3:12])[CH3:11])[CH2:20][CH2:19][CH2:18][CH2:17][CH2:16]2)[CH2:20][CH2:19][CH2:18][CH2:17][CH2:16]1)([CH3:8])[CH3:7] |f:0.1.2,3.4|. Procedure: To a stirred solution of 6.5 grams (.05 moles) of 60% sodium sulfide in 11 ml of water in a 250 ml 4-neck flask equipped with a magnetic stirrer, thermometer, and addition funnel was added 0.2 grams of 50% sodium hydroxide and 33 ml of isopropanol, the solution stirred for 15 minutes at room temperature and 18.85 grams (0.1 moles) of 1-isopropylazo-1-chlorocyclohexane (from Example 3- 2) was added dropwise from the addition funnel over 30 minutes while holding the temperature at 20° to 25° C. Af... Reactants: C([O-])([O-])=O.[Na+].[Na+] (sodium carbonate), O (water), COC(C1=C(C=CC(=C1)I)OCCC=1N=C(SC1)SC(C(=O)OC(C)(C)C)(C)C)=O (2-(2-{2-[(2-tert-butoxy-1,1-dimethyl-2-oxoethyl)thio]-1,3-thiazol-4-yl}ethoxy)-5-iodobenzoic acid methyl ester), FC1=CC=C(C=C1)OB(O)O (4-fluorophenylboric acid). Reagents/catalysts: C=1C=CC(=CC1)[P](C=2C=CC=CC2)(C=3C=CC=CC3)[Pd]([P](C=4C=CC=CC4)(C=5C=CC=CC5)C=6C=CC=CC6)([P](C=7C=CC=CC7)(C=8C=CC=CC8)C=9C=CC=CC9)[P](C=1C=CC=CC1)(C=1C=CC=CC1)C=1C=CC=CC1 (tetrakis(triphenylphosphine)palladium). The solvent is O1CCOCC1 (dioxane). Product: COC(=O)C=1C=C(C=CC1OCCC=1N=C(SC1)SC(C(=O)OC(C)(C)C)(C)C)C1=CC=C(C=C1)F (4-(2-{2-[(2-tert-butoxy-1,1-dimethyl-2-oxoethyl)thio]-1,3-thiazol-4-yl}ethoxy)-4′-fluoro-biphenyl-3-carboxylic acid methyl ester). Yield: 57.2%. As a reaction SMILES: [CH3:1][O:2][C:3](=[O:30])[C:4]1[CH:9]=[C:8](I)[CH:7]=[CH:6][C:5]=1[O:11][CH2:12][CH2:13][C:14]1[N:15]=[C:16]([S:19][C:20]([CH3:29])([CH3:28])[C:21]([O:23][C:24]([CH3:27])([CH3:26])[CH3:25])=[O:22])[S:17][CH:18]=1.[F:31][C:32]1[CH:37]=[CH:36][C:35](OB(O)O)=[CH:34][CH:33]=1.C(=O)([O-])[O-].[Na+].[Na+].O>O1CCOCC1.C1C=CC([P]([Pd]([P](C2C=CC=CC=2)(C2C=CC=CC=2)C2C=CC=CC=2)([P](C2C=CC=CC=2)(C2C=CC=CC=2)C2C=CC=CC=2)[P](C2C=CC=CC=2)(C2C=CC=CC=2)C2C=CC=CC=2)(C2C=CC=CC=2)C2C=CC=CC=2)=CC=1>[CH3:1][O:2][C:3]([C:4]1[CH:9]=[C:8]([C:35]2[CH:36]=[CH:37][C:32]([F:31])=[CH:33][CH:34]=2)[CH:7]=[CH:6][C:5]=1[O:11][CH2:12][CH2:13][C:14]1[N:15]=[C:16]([S:19][C:20]([CH3:29])([CH3:28])[C:21]([O:23][C:24]([CH3:27])([CH3:26])[CH3:25])=[O:22])[S:17][CH:18]=1)=[O:30] |f:2.3.4,^1:58,60,79,98|. Procedure details: Under nitrogen atmosphere, 2-(2-{2-[(2-tert-butoxy-1,1-dimethyl-2-oxoethyl)thio]-1,3-thiazol-4-yl}ethoxy)-5-iodobenzoic acid methyl ester (5.0 g) synthesized in Example 92-1 and 4-fluorophenylboric acid (1.5 g) were dissolved in dioxane (40 mL) and aqueous sodium carbonate solution (2 mol/L, 20 mL), tetrakis(triphenylphosphine)palladium (0.51 g) was added, and the mixture was refluxed for 4 hr. The reaction mixture was cooled, water was added thereto, and the mixture was extracted with ethyl ace...